Dataset: the Open Reaction Database (ORD), a public repository of structured organic reaction records. Task: describe an organic reaction: reactants, conditions, products, and yield Starting materials: CSC1C(NC2=C(C=CC(=C12)CCN(CC1=CC=CC=C1)CCCCCCOCCC1=CC=CC=C1)OCC1=CC=CC=C1)=O (1,3-Dihydro-3-methylthio-4-[2-[N-[6-(2-phenylethoxy)hexyl]-N-(phenylmethyl)-amino]ethyl]-7-phenylmethoxy-2H-indol-2-one). The reagents and catalysts are [Ni] (Raney nickel). Solvent: C(C)O (ethanol). The product is C1(=CC=CC=C1)CCOCCCCCCN(CC1=CC=CC=C1)CCC1=C2CC(NC2=C(C=C1)OCC1=CC=CC=C1)=O (1,3-Dihydro-4-[2-[N-[6-(2-phenylethoxy)hexyl]-N-(phenylmethyl)amino]ethyl]-7-phenylmethoxy-2H-indol-2-one). RXN SMILES: CS[CH:3]1[C:11]2[C:6](=[C:7]([O:37][CH2:38][C:39]3[CH:44]=[CH:43][CH:42]=[CH:41][CH:40]=3)[CH:8]=[CH:9][C:10]=2[CH2:12][CH2:13][N:14]([CH2:22][CH2:23][CH2:24][CH2:25][CH2:26][CH2:27][O:28][CH2:29][CH2:30][C:31]2[CH:36]=[CH:35][CH:34]=[CH:33][CH:32]=2)[CH2:15][C:16]2[CH:21]=[CH:20][CH:19]=[CH:18][CH:17]=2)[NH:5][C:4]1=[O:45]>[Ni].C(O)C>[C:31]1([CH2:30][CH2:29][O:28][CH2:27][CH2:26][CH2:25][CH2:24][CH2:23][CH2:22][N:14]([CH2:13][CH2:12][C:10]2[CH:9]=[CH:8][C:7]([O:37][CH2:38][C:39]3[CH:44]=[CH:43][CH:42]=[CH:41][CH:40]=3)=[C:6]3[C:11]=2[CH2:3][C:4](=[O:45])[NH:5]3)[CH2:15][C:16]2[CH:21]=[CH:20][CH:19]=[CH:18][CH:17]=2)[CH:36]=[CH:35][CH:34]=[CH:33][CH:32]=1. Procedure details: Raney nickel (1.5 g) was added to a solution of the compound from step d) (2.1 g) in dry ethanol (60 ml). The mixture was heated to reflux for 1 hour, the catalyst was removed by filtration and the filtrate evaporated under reduced pressure. Trituration with ether gave an off-white solid which was purified by reverse phase HPLC (SiO2) using methanol:chloroform as eluant. Recrystallisation from isopropyl alcohol gave the subtitled compound as a buff coloured solid. Starting materials: CC(=O)O, CO, O=C(COc1ccc(C2C(SCC(=O)c3ccc(F)cc3)C(=O)N2c2ccc(F)cc2)cc1)NCC(=O)NC(C(=O)O)C1CCCCC1. The product is O=C(COc1ccc(C2C(SCC(O)c3ccc(F)cc3)C(=O)N2c2ccc(F)cc2)cc1)NCC(=O)NC(C(=O)O)C1CCCCC1. Reaction SMILES: [CH3:49][C:50](=[O:51])[OH:52].[CH3:53][OH:54].[CH:1]1([CH:7]([C:8](=[O:9])[OH:10])[NH:11][C:12]([CH2:13][NH:14][C:15]([CH2:16][O:17][c:18]2[cH:19][cH:20][c:21]([CH:24]3[N:25]([c:40]4[cH:41][cH:42][c:43]([F:46])[cH:44][cH:45]4)[C:26](=[O:39])[CH:27]3[S:28][CH2:29][C:30](=[O:31])[c:32]3[cH:33][cH:34][c:35]([F:38])[cH:36][cH:37]3)[cH:22][cH:23]2)=[O:47])=[O:48])[CH2:2][CH2:3][CH2:4][CH2:5][CH2:6]1>>[CH:1]1([CH:7]([C:8](=[O:9])[OH:10])[NH:11][C:12]([CH2:13][NH:14][C:15]([CH2:16][O:17][c:18]2[cH:19][cH:20][c:21]([CH:24]3[N:25]([c:40]4[cH:41][cH:42][c:43]([F:46])[cH:44][cH:45]4)[C:26](=[O:39])[CH:27]3[S:28][CH2:29][CH:30]([OH:31])[c:32]3[cH:33][cH:34][c:35]([F:38])[cH:36][cH:37]3)[cH:22][cH:23]2)=[O:47])=[O:48])[CH2:2][CH2:3][CH2:4][CH2:5][CH2:6]1. Reactants: ClC1=CC=C(C=C1)S(=O)(=O)N[C@@H]1[C@H](CCCC1)C(=O)O ((1S,2S)-2-(4-chlorobenzenesulfonylamino)-cyclohexanecarboxylic acid), ClC1=CC=C(C=C1)S(=O)(=O)N[C@@H]1[C@@H](CCCC1)C(=O)N ((1R,2S)-2-(4-chlorobenzenesulfonylamino)-cyclohexanecarboxylic acid amide). Yields the product ClC1=CC=C(C=C1)S(=O)(=O)N[C@@H]1[C@H](CCCC1)C(=O)N ((1S,2S)-2-(4-Chlorobenzenesulfonylamino)-cyclohexanecarboxylic acid amide), crude product. The yield is 96.0%. RXN SMILES: ClC1C=CC(S(N[C@H]2CCCC[C@@H]2C(O)=O)(=O)=O)=CC=1.[Cl:21][C:22]1[CH:27]=[CH:26][C:25]([S:28]([NH:31][C@H:32]2[CH2:37][CH2:36][CH2:35][CH2:34][C@H:33]2[C:38]([NH2:40])=[O:39])(=[O:30])=[O:29])=[CH:24][CH:23]=1>>[Cl:21][C:22]1[CH:27]=[CH:26][C:25]([S:28]([NH:31][C@H:32]2[CH2:37][CH2:36][CH2:35][CH2:34][C@@H:33]2[C:38]([NH2:40])=[O:39])(=[O:29])=[O:30])=[CH:24][CH:23]=1. Procedure details: (1S,2S)-2-(4-Chlorobenzenesulfonylamino)-cyclohexanecarboxylic acid amide was synthesized from (1S,2S)-2-(4-chlorobenzenesulfonylamino)-cyclohexanecarboxylic acid (0.76 mmol) according to the method described for the preparation of (1R,2S)-2-(4-chlorobenzenesulfonylamino)-cyclohexanecarboxylic acid amide. The crude product (230 mg) was obtained in 96% yield and carried into the next reaction without purification: 1H NMR (300 Mz, CDCl3) δ 7.72 (d, 2 H, J=8.4), 7.42 (d, 2 H, J=8.8), 3.23 (m, 1 H),... Run at time 2 hour. Reported procedure: To a mixture of 2-anilino-N-[4-(4-pyridinyl)phenyl]acetamide bis(trifluoroacetate) (11.0 g) in methanol (160 ml) was added 1N sodium hydroxide aqueous solution (51.7 mL) at ambient temperature. After stirring at ambient temperature for 2 hours, methanol was evaporated in vacuo. Water (20 mL) was added to the resulting mixture and the residual solid was collected by filtration. The crystals were washed with water (30 mL) to afford 2-anilino-N-[4-(4-pyridinyl)phenyl]acetamide (5.16 g) as colorless... The yield is 82.2%. Product: N(C1=CC=CC=C1)CC(=O)NC1=CC=C(C=C1)C1=CC=NC=C1 (2-anilino-N-[4-(4-pyridinyl)phenyl]acetamide). The solvent is CO (methanol). Starting materials: FC(C(=O)O)(F)F.FC(C(=O)O)(F)F.N(C1=CC=CC=C1)CC(=O)NC1=CC=C(C=C1)C1=CC=NC=C1 (2-anilino-N-[4-(4-pyridinyl)phenyl]acetamide bis(trifluoroacetate)), [OH-].[Na+] (sodium hydroxide). RXN SMILES: FC(F)(F)C(O)=O.FC(F)(F)C(O)=O.[NH:15]([CH2:22][C:23]([NH:25][C:26]1[CH:31]=[CH:30][C:29]([C:32]2[CH:37]=[CH:36][N:35]=[CH:34][CH:33]=2)=[CH:28][CH:27]=1)=[O:24])[C:16]1[CH:21]=[CH:20][CH:19]=[CH:18][CH:17]=1.[OH-].[Na+]>CO>[NH:15]([CH2:22][C:23]([NH:25][C:26]1[CH:31]=[CH:30][C:29]([C:32]2[CH:33]=[CH:34][N:35]=[CH:36][CH:37]=2)=[CH:28][CH:27]=1)=[O:24])[C:16]1[CH:21]=[CH:20][CH:19]=[CH:18][CH:17]=1 |f:0.1.2,3.4|. Reactants: CC(C)(C)[Si](C)(C)OC(CBr)c1ccc(OCc2ccccc2)c2[nH]c(=O)ccc12, CS(C)=O, NCCc1ccc(NCC(O)c2ccccc2)cc1. The product is CC(C)(C)[Si](C)(C)OC(CNCCc1ccc(NCC(O)c2ccccc2)cc1)c1ccc(OCc2ccccc2)c2[nH]c(=O)ccc12. Reaction SMILES: [CH2:20]([c:21]1[cH:22][cH:23][cH:24][cH:25][cH:26]1)[O:27][c:28]1[cH:29][cH:30][c:31]([CH:39]([CH2:40][Br:41])[O:42][Si:43]([CH3:44])([CH3:45])[C:46]([CH3:47])([CH3:48])[CH3:49])[c:32]2[cH:33][cH:34][c:35](=[O:38])[nH:36][c:37]12.[CH3:50][S:51](=[O:52])[CH3:53].[NH2:1][CH2:2][CH2:3][c:4]1[cH:5][cH:6][c:7]([NH:10][CH2:11][CH:12]([OH:13])[c:14]2[cH:15][cH:16][cH:17][cH:18][cH:19]2)[cH:8][cH:9]1>>[NH:1]([CH2:2][CH2:3][c:4]1[cH:5][cH:6][c:7]([NH:10][CH2:11][CH:12]([OH:13])[c:14]2[cH:15][cH:16][cH:17][cH:18][cH:19]2)[cH:8][cH:9]1)[CH2:40][CH:39]([c:31]1[cH:30][cH:29][c:28]([O:27][CH2:20][c:21]2[cH:22][cH:23][cH:24][cH:25][cH:26]2)[c:37]2[c:32]1[cH:33][cH:34][c:35](=[O:38])[nH:36]2)[O:42][Si:43]([CH3:44])([CH3:45])[C:46]([CH3:47])([CH3:48])[CH3:49]. Starting materials: solution, C[O-].[Na+] (sodium methoxide), ClC=1C=C(C=CC1SC(=O)N(C)C)CC(=O)OC (methyl [3-chloro-4-[(dimethylamino)carbonylthio]phenyl]acetate), ClCC=1C=C(OCC=2N=C(OC2C)C2=CC=CC=C2)C=CC1 (4-(3-Chloromethylphenoxymethyl)-5-methyl-2-phenyloxazole), Cl (hydrochloric acid). Run in CO (methanol), CO (methanol). Run at time 12 hour. Yields the product ClC=1C=C(C=CC1SCC1=CC(=CC=C1)OCC=1N=C(OC1C)C1=CC=CC=C1)CC(=O)OC (methyl 2-[3-chloro-4-[3-[(5-methyl-2-phenyl-4-oxazolyl)methoxy]benzylthio]phenyl]acetate). The yield is 35.0%. As a reaction SMILES: [Cl:1][C:2]1[CH:3]=[C:4]([CH2:14][C:15]([O:17][CH3:18])=[O:16])[CH:5]=[CH:6][C:7]=1[S:8][C:9](N(C)C)=O.C[O-].[Na+].ClC[C:24]1[CH:25]=[C:26]([CH:41]=[CH:42][CH:43]=1)[O:27][CH2:28][C:29]1[N:30]=[C:31]([C:35]2[CH:40]=[CH:39][CH:38]=[CH:37][CH:36]=2)[O:32][C:33]=1[CH3:34].Cl>CO>[Cl:1][C:2]1[CH:3]=[C:4]([CH2:14][C:15]([O:17][CH3:18])=[O:16])[CH:5]=[CH:6][C:7]=1[S:8][CH2:9][C:42]1[CH:43]=[CH:24][CH:25]=[C:26]([O:27][CH2:28][C:29]2[N:30]=[C:31]([C:35]3[CH:40]=[CH:39][CH:38]=[CH:37][CH:36]=3)[O:32][C:33]=2[CH3:34])[CH:41]=1 |f:1.2|. Reported procedure: A mixture of methyl [3-chloro-4-[(dimethylamino)carbonylthio]phenyl]acetate (0.80 g), a 28% solution of sodium methoxide in methanol (0.75 g) and methanol (20 mL) was stirred with heating under reflux for 2 hrs. 4-(3-Chloromethylphenoxymethyl)-5-methyl-2-phenyloxazole (0.87 g) was added to the reaction mixture at room temperature and the mixture was further stirred for 12 hrs. The reaction mixture was poured into 0.1N hydrochloric acid and the mixture was extracted with ethyl acetate. The organi... Starting materials: CC1(COC2=C1C(=CC=C2)OC2=NC=C(C=N2)NC(=O)[C@@H](C(C)(C)C)NC(OC(C)(C)C)=O)C (1,1-dimethylethyl {(1R)-1-[({2-[(3,3-dimethyl-2,3-dihydro-1-benzofuran-4-yl)oxy]-5-pyrimidinyl}amino)carbonyl]-2,2-dimethylpropyl}carbamate), CC1(COC2=C1C(=CC=C2)OC2=NC=C(C=N2)NC(=O)[C@@H](C(C)(C)C)NC(OC(C)(C)C)=O)C (1,1-dimethylethyl {(1R)-1-[({2-[(3,3-dimethyl-2,3-dihydro-1-benzofuran-4-yl)oxy]-5-pyrimidinyl}amino)carbonyl]-2,2-dimethylpropyl}carbamate), C(=O)(C(F)(F)F)O (TFA). The solvent is ClCCl (dichloromethane). Conditions: time 3 hour. The product is CC1(COC2=C1C(=CC=C2)OC2=NC=C(C=N2)NC([C@H](N)C(C)(C)C)=O)C (N1-{2-[(3,3-dimethyl-2,3-dihydro-1-benzofuran-4-yl)oxy]-5-pyrimidinyl}-3-methyl-D-valinamide). Yield: 106.5%. Reaction SMILES: [CH3:1][C:2]1([CH3:34])[C:6]2[C:7]([O:11][C:12]3[N:17]=[CH:16][C:15]([NH:18][C:19]([C@H:21]([NH:26]C(=O)OC(C)(C)C)[C:22]([CH3:25])([CH3:24])[CH3:23])=[O:20])=[CH:14][N:13]=3)=[CH:8][CH:9]=[CH:10][C:5]=2[O:4][CH2:3]1.C(O)(C(F)(F)F)=O>ClCCl>[CH3:1][C:2]1([CH3:34])[C:6]2[C:7]([O:11][C:12]3[N:17]=[CH:16][C:15]([NH:18][C:19](=[O:20])[C@@H:21]([C:22]([CH3:25])([CH3:24])[CH3:23])[NH2:26])=[CH:14][N:13]=3)=[CH:8][CH:9]=[CH:10][C:5]=2[O:4][CH2:3]1. Procedure: To a solution of 1,1-dimethylethyl {(1R)-1-[({2-[(3,3-dimethyl-2,3-dihydro-1-benzofuran-4-yl)oxy]-5-pyrimidinyl}amino)carbonyl]-2,2-dimethylpropyl}carbamate (Intermediate 77, 13 mg) in dry dichloromethane (0.5 ml) cooled to 0° C., TFA (85 μl, 1.105 mmol) was added dropwise and the solution was stirred for 3 hours at that temperature. The volatiles were evaporated. The residue was dissolved with dichloromethane (2 ml) and an aqueous saturated solution of NaHCO3 was added (4 ml). The layers were s... Starting materials: CC=1SC2=C(N1)CCC(C2=O)=CN2CCOCC2 (2-methyl-6-morpholin-4-ylmethylene-5,6-dihydro-4H-benzothiazol-7-one), [N+](=O)(O)[O-].CN(C1=CC=C(C=C1)NC(=N)N)C (N-(4-dimethylamino-phenyl)-guanidine nitrate), [OH-].[Na+] (NaOH). Run in COCCO (2-methoxyethanol). Reaction conditions: temperature 100 celsius. Product: CN(C1=CC=C(C=C1)NC1=NC=2C3=C(CCC2C=N1)N=C(S3)C)C (N,N-Dimethyl-N′-(2-methyl-4,5-dihydro-thiazolo[4,5-h]quinazolin-8-yl)-benzene-1,4-diamine). Isolated yield 9.2%. Reaction SMILES: [CH3:1][C:2]1[S:3][C:4]2[C:10](=O)[C:9](=[CH:12]N3CCOCC3)[CH2:8][CH2:7][C:5]=2[N:6]=1.[N+]([O-])(O)=O.[CH3:23][N:24]([CH3:35])[C:25]1[CH:30]=[CH:29][C:28]([NH:31][C:32]([NH2:34])=[NH:33])=[CH:27][CH:26]=1.[OH-].[Na+]>COCCO>[CH3:23][N:24]([CH3:35])[C:25]1[CH:26]=[CH:27][C:28]([NH:31][C:32]2[N:34]=[CH:12][C:9]3[CH2:8][CH2:7][C:5]4[N:6]=[C:2]([CH3:1])[S:3][C:4]=4[C:10]=3[N:33]=2)=[CH:29][CH:30]=1 |f:1.2,3.4|. Procedure details: A mixture of 2-methyl-6-morpholin-4-ylmethylene-5,6-dihydro-4H-benzothiazol-7-one (119 mg, 4.5 mmol), N-(4-dimethylamino-phenyl)-guanidine nitrate (137 mg, 4.5 mmol), NaOH (18 mg, 4.5 mmol), and 2-methoxyethanol (2 mL) was heated at 100° C. for 5 h. The reaction mixture was concentrated under vacuum. Flash column chromatography (20% EtOAc:hexane) gave the title product as a dark yellow solid (140 mg, 92%): mp 176-177° C. Anal. RP-HPLC: tR 11.9 min (0-60% MeCN, purity 100%). 1H-NMR (DMSO-d6): δ 9... Starting materials: ClC=1C=C(C=CC1Cl)C1CCN(CC1)C[C@@H](COC1=CC=CC=2OC(=CC21)C=2OC(=NN2)C)O ((S)-1-(4-(3,4-Dichlorophenyl)piperidino)-3-(2-(5-methyl-1,3,4-oxadiazol-2-yl)benzo(b)furan-4-yloxy)-2-propanol), C(C)(=O)OC(C)=O (acetic anhydride). The solvent is N1=CC=CC=C1 (pyridine). Conditions: time 12 hour. The product is Cl.C(C)(=O)O[C@H](COC1=CC=CC=2OC(=CC21)C=2OC(=NN2)C)CN2CCC(CC2)C2=CC(=C(C=C2)Cl)Cl ((S)-2-(4-(2-acetoxy-3-(4-(3,4-dichlorophenyl)piperidino)propyloxy)benzo(b)furan-2-yl)-5-methyl-1,3,4-oxadiazole hydrochloride). Reaction SMILES: [Cl:1][C:2]1[CH:3]=[C:4]([CH:9]2[CH2:14][CH2:13][N:12]([CH2:15][C@H:16]([OH:34])[CH2:17][O:18][C:19]3[C:27]4[CH:26]=[C:25]([C:28]5[O:29][C:30]([CH3:33])=[N:31][N:32]=5)[O:24][C:23]=4[CH:22]=[CH:21][CH:20]=3)[CH2:11][CH2:10]2)[CH:5]=[CH:6][C:7]=1[Cl:8].[C:35](OC(=O)C)(=[O:37])[CH3:36]>N1C=CC=CC=1>[ClH:1].[C:35]([O:34][C@@H:16]([CH2:15][N:12]1[CH2:11][CH2:10][CH:9]([C:4]2[CH:5]=[CH:6][C:7]([Cl:8])=[C:2]([Cl:1])[CH:3]=2)[CH2:14][CH2:13]1)[CH2:17][O:18][C:19]1[C:27]2[CH:26]=[C:25]([C:28]3[O:29][C:30]([CH3:33])=[N:31][N:32]=3)[O:24][C:23]=2[CH:22]=[CH:21][CH:20]=1)(=[O:37])[CH3:36] |f:3.4|. Reported procedure: (S)-1-(4-(3,4-Dichlorophenyl)piperidino)-3-(2-(5-methyl-1,3,4-oxadiazol-2-yl)benzo(b)furan-4-yloxy)-2-propanol (1.0 g) was dissolved in pyridine (20 ml) and acetic anhydride (10 ml), and the mixture was left standing at room temperature for 12 hr. The solvent was evaporated under reduced pressure and the residue was purified by silica gel column chromatography (chloroform/methanol). The obtained oil was dissolved in ethanol and a solution of hydrogen chloride in ether was added. The precipitated...